From a dataset of the Open Reaction Database (ORD), a public repository of structured organic reaction records. describe an organic reaction: reactants, conditions, products, and yield Run at time 1 hour. Isolated yield 86.5%. Reported procedure: To a stirred solution of phenylmaleic anhydride (18.7 g, 0.107 mol) in acetonitrile (180 ml) at 0° C. (ice/water/sodium chloride bath—temperature of the bath −10° C.), was added CsF (18.6 g, 0.127 mol), followed by the drop-wise addition of CF3SiMe3 (18.58 ml, 0.127 mol), under nitrogen. The reaction mixture was stirred for 1 h, and was then diluted with diethyl ether and extracted with 2M sodium hydroxide (200 ml). The separated aqueous layer was acidified to pH=1 by the addition of conc. hydro... As a reaction SMILES: [C:1]1([C:7]2[C:8]([O:10][C:11](=[O:13])[CH:12]=2)=[O:9])[CH:6]=[CH:5][CH:4]=[CH:3][CH:2]=1.[F-].[Cs+].[C:16]([Si](C)(C)C)([F:19])([F:18])[F:17]>C(#N)C.C(OCC)C>[F:17][C:16]([F:19])([F:18])[C:8](=[O:9])[C:7]([C:1]1[CH:6]=[CH:5][CH:4]=[CH:3][CH:2]=1)=[CH:12][C:11]([OH:10])=[O:13] |f:1.2|. The reactants are C1(=CC=CC=C1)/C=1/C(=O)OC(\C1)=O (phenylmaleic anhydride), [F-].[Cs+] (CsF), C(F)(F)(F)[Si](C)(C)C (CF3SiMe3). Product: FC(C(C(=CC(=O)O)C1=CC=CC=C1)=O)(F)F (5,5,5-Trifluoro-4-oxo-3-phenyl-pent-2-enoic acid). Solvent: C(C)OCC (diethyl ether), C(C)#N (acetonitrile). Reactants: CCO, N#CCc1ccc(Cl)cc1, [Na], O=Cc1cccnc1. The product is N#CC(=Cc1cccnc1)c1ccc(Cl)cc1. Reaction SMILES: [CH3:20][CH2:21][OH:22].[Cl:1][c:2]1[cH:3][cH:4][c:5]([CH2:6][C:7]#[N:8])[cH:9][cH:10]1.[Na:19].[n:11]1[cH:12][c:13]([CH:17]=[O:18])[cH:14][cH:15][cH:16]1>>[Cl:1][c:2]1[cH:3][cH:4][c:5]([C:6]([C:7]#[N:8])=[CH:17][c:13]2[cH:12][n:11][cH:16][cH:15][cH:14]2)[cH:9][cH:10]1. The reactants are COC=1C=C(C(=O)N2CC(CC2)(CCOS(=O)(=O)C)C2=CC=CC=C2)C=C(C1OS(=O)(=O)C)OC (1-(3,5-dimethoxy-4-methanesulfonyloxybenzoyl)-3-phenyl-3-(2-methanesulfonyloxyethyl)pyrrolidine), C(C)OCCN1C(=NC2=C1C=CC=C2)NC2CCNCC2 ((1-(2-ethoxyethyl)-1H-benzimidazol-2-yl)(piperidin-4-yl)amine). Product: COC=1C=C(C(=O)N2CC(CC2)(C2=CC=CC=C2)CCN2CCC(CC2)NC2=NC3=C(N2CCOCC)C=CC=C3)C=C(C1OS(=O)(=O)C)OC (1-(3,5-dimethoxy-4-methanesulfonyloxybenzoyl)-3-(2-(4-(1-(2-ethoxyethyl)-1H-benzimidazol-2-yl-amino)piperidin-1-yl)ethyl)-3-phenylpyrrolidine). Reaction SMILES: [CH3:1][O:2][C:3]1[CH:4]=[C:5]([CH:26]=[C:27]([O:34][CH3:35])[C:28]=1[O:29][S:30]([CH3:33])(=[O:32])=[O:31])[C:6]([N:8]1[CH2:12][CH2:11][C:10]([C:20]2[CH:25]=[CH:24][CH:23]=[CH:22][CH:21]=2)([CH2:13][CH2:14]OS(C)(=O)=O)[CH2:9]1)=[O:7].[CH2:36]([O:38][CH2:39][CH2:40][N:41]1[C:45]2[CH:46]=[CH:47][CH:48]=[CH:49][C:44]=2[N:43]=[C:42]1[NH:50][CH:51]1[CH2:56][CH2:55][NH:54][CH2:53][CH2:52]1)[CH3:37]>>[CH3:1][O:2][C:3]1[CH:4]=[C:5]([CH:26]=[C:27]([O:34][CH3:35])[C:28]=1[O:29][S:30]([CH3:33])(=[O:31])=[O:32])[C:6]([N:8]1[CH2:12][CH2:11][C:10]([CH2:13][CH2:14][N:54]2[CH2:53][CH2:52][CH:51]([NH:50][C:42]3[N:41]([CH2:40][CH2:39][O:38][CH2:36][CH3:37])[C:45]4[CH:46]=[CH:47][CH:48]=[CH:49][C:44]=4[N:43]=3)[CH2:56][CH2:55]2)([C:20]2[CH:21]=[CH:22][CH:23]=[CH:24][CH:25]=2)[CH2:9]1)=[O:7]. Procedure details: Prepare by the method of Example 1.6 using 1-(3,5-dimethoxy-4-methanesulfonyloxybenzoyl)-3-phenyl-3-(2-methanesulfonyloxyethyl)pyrrolidine and (1-(2-ethoxyethyl)-1H-benzimidazol-2-yl)(piperidin-4-yl)amine to give the title compound. Product: Cl.ClC1=C(C(=O)C2=C(C=CC(=C2)Cl)N2N=C(N=C2CN2CCOCC2)C(=O)O)C=CC=C1 (1-[2-(o-chlorobenzoyl)-4-chlorophenyl]-5-(morpholinomethyl)-1H-1,2,4-triazole-3-carboxylic acid hydrochloride). Reactants: [I-].[Na+] (sodium iodide), ClC1=C(C(=O)C2=C(C=CC(=C2)Cl)N2N=C(N=C2CCl)C(=O)O)C=CC=C1 (1-[2-(o-chlorobenzoyl)-4-chlorophenyl]-5-(chloromethyl)-1H-1,2,4-triazole-3-carboxylic acid), N1CCOCC1 (morpholine). Reported procedure: 0.10 g of sodium iodide is added to a mixture of 9.3 g (0.0226 mole) of 1-[2-(o-chlorobenzoyl)-4-chlorophenyl]-5-(chloromethyl)-1H-1,2,4-triazole-3-carboxylic acid (see German `Offenlegungsschrift` No. 2,159,527, page 32) and 9.5 g (0.11 mole) of morpholine in 100 ml of ethanol, and the whole is refluxed for 2 hours. The reaction mixture is thereupon concentrated in vacuo; the residue is dissolved in water, and 2 N hydrochloric acid is added until an acid reaction to Congo red is obtained. The p... The solvent is C(C)O (ethanol). Reaction SMILES: [I-].[Na+].[Cl:3][C:4]1[CH:28]=[CH:27][CH:26]=[CH:25][C:5]=1[C:6]([C:8]1[CH:13]=[C:12]([Cl:14])[CH:11]=[CH:10][C:9]=1[N:15]1[C:19]([CH2:20]Cl)=[N:18][C:17]([C:22]([OH:24])=[O:23])=[N:16]1)=[O:7].[NH:29]1[CH2:34][CH2:33][O:32][CH2:31][CH2:30]1>C(O)C>[ClH:3].[Cl:3][C:4]1[CH:28]=[CH:27][CH:26]=[CH:25][C:5]=1[C:6]([C:8]1[CH:13]=[C:12]([Cl:14])[CH:11]=[CH:10][C:9]=1[N:15]1[C:19]([CH2:20][N:29]2[CH2:34][CH2:33][O:32][CH2:31][CH2:30]2)=[N:18][C:17]([C:22]([OH:24])=[O:23])=[N:16]1)=[O:7] |f:0.1,5.6|. Starting materials: O=C([O-])[O-], COC(=O)c1ccccc1O, CN(C)S(=O)(=O)Cl, CC#N, [K+], [K+]. The product is COC(=O)c1ccccc1OS(=O)(=O)N(C)C. Reaction SMILES: [C:19](=[O:20])([O-:21])[O-:22].[C:8]([c:9]1[c:10]([OH:11])[cH:12][cH:13][cH:14][cH:15]1)(=[O:16])[O:17][CH3:18].[CH3:1][N:2]([S:3](=[O:4])(=[O:5])[Cl:6])[CH3:7].[CH3:25][C:26]#[N:27].[K+:23].[K+:24]>>[CH3:1][N:2]([S:3](=[O:4])(=[O:5])[O:11][c:10]1[c:9]([C:8](=[O:16])[O:17][CH3:18])[cH:15][cH:14][cH:13][cH:12]1)[CH3:7]. Starting materials: Cl (hydrochloric acid), C1(=CC=CC=C1)C(C#N)(CC#C)C1=CC=CC=C1 (2,2-diphenyl-2-(2-propynyl)acetonitrile), [H-].[Al+3].[Li+].[H-].[H-].[H-] (lithium aluminum hydride), O (water). The solvent is O1CCCC1 (tetrahydrofuran). Product: C1(=CC=CC=C1)C(C=O)(CC#C)C1=CC=CC=C1 (2,2-diphenyl-2-(2-propynyl)acetaldehyde). As a reaction SMILES: [C:1]1([C:7]([C:13]2[CH:18]=[CH:17][CH:16]=[CH:15][CH:14]=2)([CH2:10][C:11]#[CH:12])[C:8]#N)[CH:6]=[CH:5][CH:4]=[CH:3][CH:2]=1.[H-].[Al+3].[Li+].[H-].[H-].[H-].[OH2:25].Cl>O1CCCC1>[C:1]1([C:7]([C:13]2[CH:18]=[CH:17][CH:16]=[CH:15][CH:14]=2)([CH2:10][C:11]#[CH:12])[CH:8]=[O:25])[CH:6]=[CH:5][CH:4]=[CH:3][CH:2]=1 |f:1.2.3.4.5.6|. Procedure: A mixture of 2,2-diphenyl-2-(2-propynyl)acetonitrile (1.38 g) and lithium aluminum hydride (0.21 g) in tetrahydrofuran (15 ml) was refluxed for 2 hours. The reaction mixture was poured into cold water, acidified with hydrochloric acid and extracted with diethyl ether. The extract was washed with brine, dried over magnesium sulfate and evaporated in vacuo. The residue was purified by column chromatography on silica gel with a mixture of n-hexane and benzene (1:1) as an eluent to give 2,2-diphenyl... Starting materials: CC(c1ccc(Br)cc1)N1CCN(c2ccc3nnc(C(F)(F)F)n3n2)CC1, [C-]#N, [C-]#N, CN(C)CCN(C)C, O=C(C=Cc1ccccc1)C=Cc1ccccc1, O=C(C=Cc1ccccc1)C=Cc1ccccc1, CN(C)C=O, O=C(C=Cc1ccccc1)C=Cc1ccccc1, [Pd], [Pd], [Zn+2], CC1(C)c2cccc(P(c3ccccc3)c3ccccc3)c2Oc2c(P(c3ccccc3)c3ccccc3)cccc21. The product is CC(c1ccc(C#N)cc1)N1CCN(c2ccc3nnc(C(F)(F)F)n3n2)CC1. As a reaction SMILES: [Br:1][c:2]1[cH:3][cH:4][c:5]([CH:8]([CH3:9])[N:10]2[CH2:11][CH2:12][N:13]([c:16]3[cH:17][cH:18][c:19]4[n:20]([n:21]3)[c:22]([C:25]([F:26])([F:27])[F:28])[n:23][n:24]4)[CH2:14][CH2:15]2)[cH:6][cH:7]1.[C-:84]#[N:85].[C-:87]#[N:88].[CH3:71][N:72]([CH3:73])[CH2:74][CH2:75][N:76]([CH3:77])[CH3:78].[O:109]=[C:110]([CH:111]=[CH:112][c:113]1[cH:114][cH:115][cH:116][cH:117][cH:118]1)[CH:119]=[CH:120][c:121]1[cH:122][cH:123][cH:124][cH:125][cH:126]1.[O:127]=[C:128]([CH:129]=[CH:130][c:131]1[cH:132][cH:133][cH:134][cH:135][cH:136]1)[CH:137]=[CH:138][c:139]1[cH:140][cH:141][cH:142][cH:143][cH:144]1.[O:79]=[CH:80][N:81]([CH3:82])[CH3:83].[O:91]=[C:92]([CH:93]=[CH:94][c:95]1[cH:96][cH:97][cH:98][cH:99][cH:100]1)[CH:101]=[CH:102][c:103]1[cH:104][cH:105][cH:106][cH:107][cH:108]1.[Pd:89].[Pd:90].[Zn+2:86].[c:29]1([P:30]([c:31]2[cH:32][cH:33][cH:34][cH:35][cH:36]2)[c:37]2[c:38]3[c:62]([cH:63][cH:64][cH:65]2)[C:59]([CH3:60])([CH3:61])[c:41]2[c:40]([c:45]([P:46]([c:47]4[cH:48][cH:49][cH:50][cH:51][cH:52]4)[c:53]4[cH:54][cH:55][cH:56][cH:57][cH:58]4)[cH:44][cH:43][cH:42]2)[O:39]3)[cH:66][cH:67][cH:68][cH:69][cH:70]1>>[c:2]1([C:71]#[N:72])[cH:3][cH:4][c:5]([CH:8]([CH3:9])[N:10]2[CH2:11][CH2:12][N:13]([c:16]3[cH:17][cH:18][c:19]4[n:20]([n:21]3)[c:22]([C:25]([F:26])([F:27])[F:28])[n:23][n:24]4)[CH2:14][CH2:15]2)[cH:6][cH:7]1. Reactants: C(C)(=O)NC=1SC2=C(N1)C(=CC=C2)OC2=CC(=NC=N2)C2=C(C=C(C=C2)C(F)(F)F)NC(=O)[C@H]2NCCC2 ((2S)-N-(2-(6-(2-Acetamidobenzo[d]thiazol-4-yloxy)pyrimidin-4-yl)-5-(trifluoromethyl)-phenyl)pyrrolidine-2-carboxamide), C(C)OC1(CC1)O[Si](C)(C)C ((1-ethoxycyclopropoxy)trimethylsilane). The product is C(C)(=O)NC=1SC2=C(N1)C(=CC=C2)OC2=CC(=NC=N2)C2=C(C=C(C=C2)C(F)(F)F)NC(=O)[C@H]2N(CCC2)C2CC2 ((2S)-N-(2-(6-(2-Acetamidobenzo[d]thiazol-4-yloxy)pyrimidin-4-yl)-5-(trifluoromethyl)phenyl)-1-cyclopropylpyrrolidine-2-carboxamide). As a reaction SMILES: [C:1]([NH:4][C:5]1[S:6][C:7]2[CH:13]=[CH:12][CH:11]=[C:10]([O:14][C:15]3[N:20]=[CH:19][N:18]=[C:17]([C:21]4[CH:26]=[CH:25][C:24]([C:27]([F:30])([F:29])[F:28])=[CH:23][C:22]=4[NH:31][C:32]([C@@H:34]4[CH2:38][CH2:37][CH2:36][NH:35]4)=[O:33])[CH:16]=3)[C:8]=2[N:9]=1)(=[O:3])[CH3:2].C(O[C:42]1(O[Si](C)(C)C)[CH2:44][CH2:43]1)C>>[C:1]([NH:4][C:5]1[S:6][C:7]2[CH:13]=[CH:12][CH:11]=[C:10]([O:14][C:15]3[N:20]=[CH:19][N:18]=[C:17]([C:21]4[CH:26]=[CH:25][C:24]([C:27]([F:29])([F:30])[F:28])=[CH:23][C:22]=4[NH:31][C:32]([C@@H:34]4[CH2:38][CH2:37][CH2:36][N:35]4[CH:42]4[CH2:44][CH2:43]4)=[O:33])[CH:16]=3)[C:8]=2[N:9]=1)(=[O:3])[CH3:2]. Procedure: (2S)-N-(2-(6-(2-Acetamidobenzo[d]thiazol-4-yloxy)pyrimidin-4-yl)-5-(trifluoromethyl)-phenyl)pyrrolidine-2-carboxamide [Example 69(b)] was reacted with (1-ethoxycyclopropoxy)trimethylsilane (Aldrich) under the conditions of Example 62(c) to give the title compound as a white solid. MS (ESI, pos. ion.) m/z: 583 (M+1). Reactants: O.COC1=C(C=CC=C1)C(=O)C=O (2-methoxyphenylglyoxal hydrate), CS(=O)C (dimethylsulfoxide), CS(=O)C (dimethylsulfoxide), CC(CC1=CC=C(C=C1)OC)N (α-methyl-4-methoxyphenethylamine). The product is CC(CC1=CC=C(C=C1)OC)N=C(C(=O)C1=CC=CC=C1)OC (α-(α-methyl-4-methoxyphenethylimino)-2-methoxyacetophenone). Reaction SMILES: O.CO[C:4]1[CH:9]=[CH:8][CH:7]=[CH:6][C:5]=1[C:10]([CH:12]=[O:13])=[O:11].[CH3:14][CH:15]([NH2:25])[CH2:16][C:17]1[CH:22]=[CH:21][C:20]([O:23][CH3:24])=[CH:19][CH:18]=1.[CH3:26]S(C)=O>>[CH3:14][CH:15]([N:25]=[C:12]([O:13][CH3:26])[C:10]([C:5]1[CH:4]=[CH:9][CH:8]=[CH:7][CH:6]=1)=[O:11])[CH2:16][C:17]1[CH:22]=[CH:21][C:20]([O:23][CH3:24])=[CH:19][CH:18]=1 |f:0.1|. Procedure: 2.9 g of 2-methoxyphenylglyoxal hydrate (crude oil) are dissolved in 6 ml of dimethylsulfoxide, and 2 g of α-methyl-4-methoxyphenethylamine are added thereto. The mixture is treated in the same manner as described in Example 1-(2), whereby a solution of α-(α-methyl-4-methoxyphenethylimino)-2-methoxyacetophenone in dimethylsulfoxide is obtained. Starting materials: CCCC(CC(=O)Cl)c1ccc(F)cc1, CC(CC(=O)Cl)c1ccc(F)cc1. The product is CCCC1CC(=O)c2cc(F)ccc21. As a reaction SMILES: [F:14][c:15]1[cH:16][cH:17][c:18]([CH:21]([CH2:22][C:23](=[O:24])[Cl:25])[CH2:26][CH2:27][CH3:28])[cH:19][cH:20]1.[F:1][c:2]1[cH:3][cH:4][c:5]([CH:6]([CH3:7])[CH2:8][C:9]([Cl:10])=[O:11])[cH:12][cH:13]1>>[F:14][c:15]1[cH:16][cH:17][c:18]2[c:19]([cH:20]1)[C:23](=[O:24])[CH2:22][CH:21]2[CH2:26][CH2:27][CH3:28].